The task is: describe an organic reaction: reactants, conditions, products, and yield. This data is from the Open Reaction Database (ORD), a public repository of structured organic reaction records. Starting materials: CI, CC(C)=O, COC(=O)c1ccccc1NS(=O)(=O)c1ccc(Cl)c(Cl)c1, [K+], [K+], O=C([O-])[O-]. Yields the product COC(=O)c1ccccc1N(C)S(=O)(=O)c1ccc(Cl)c(Cl)c1. RXN SMILES: [CH3:29][I:30].[CH3:31][C:32](=[O:33])[CH3:34].[Cl:1][c:2]1[cH:3][c:4]([S:9](=[O:10])(=[O:11])[NH:12][c:13]2[c:14]([C:15](=[O:16])[O:17][CH3:18])[cH:19][cH:20][cH:21][cH:22]2)[cH:5][cH:6][c:7]1[Cl:8].[K+:23].[K+:24].[O-:25][C:26]([O-:27])=[O:28]>>[Cl:1][c:2]1[cH:3][c:4]([S:9](=[O:10])(=[O:11])[N:12]([c:13]2[c:14]([C:15](=[O:16])[O:17][CH3:18])[cH:19][cH:20][cH:21][cH:22]2)[CH3:26])[cH:5][cH:6][c:7]1[Cl:8]. Reaction SMILES: C[O:2][C:3](=[O:25])[CH:4]([C:12]1[CH:17]=[CH:16][C:15]([N:18]2[C:22]([CH3:23])=[N:21][N:20]=[N:19]2)=[C:14]([Cl:24])[CH:13]=1)[CH2:5][CH:6]1[CH2:11][CH2:10][CH2:9][CH2:8][CH2:7]1.[OH-].[Na+]>C(O)C>[Cl:24][C:14]1[CH:13]=[C:12]([CH:4]([CH2:5][CH:6]2[CH2:11][CH2:10][CH2:9][CH2:8][CH2:7]2)[C:3]([OH:25])=[O:2])[CH:17]=[CH:16][C:15]=1[N:18]1[C:22]([CH3:23])=[N:21][N:20]=[N:19]1 |f:1.2|. The product is ClC=1C=C(C=CC1N1N=NN=C1C)C(C(=O)O)CC1CCCCC1 (2-[3-chloro-4-(5-methyl-tetrazol-1-yl)-phenyl]-3-cyclohexyl-propionic acid). The reactants are COC(C(CC1CCCCC1)C1=CC(=C(C=C1)N1N=NN=C1C)Cl)=O (2-[3-chloro-4-(5-methyl-tetrazol-1-yl)-phenyl]-3-cyclohexyl-propionic acid methyl ester), [OH-].[Na+] (sodium hydroxide). The solvent is C(C)O (ethanol). Procedure: A solution of 2-[3-chloro-4-(5-methyl-tetrazol-1-yl)-phenyl]-3-cyclohexyl-propionic acid methyl ester (278 mg, 0.76 mmol) in ethanol (6 mL) was treated with a 1N aqueous sodium hydroxide solution (1.5 mL). The solution was heated at 45-50° C. for 5 h, at which time, thin layer chromatography analysis of the mixture indicated the absence of starting material. The reaction mixture was then concentrated in vacuo to remove ethanol, and the residue was diluted with water (20 mL) and extracted with di... Yield: 85.2%. Conditions: temperature 47.5 celsius. RXN SMILES: [B:18]([Br:19])([Br:20])[Br:21].[CH3:1][O:2][c:3]1[cH:4][cH:5][c:6](-[c:9]2[cH:10][c:11](=[O:17])[n:12]([CH3:16])[n:13][c:14]2[CH3:15])[cH:7][cH:8]1.[Cl:22][CH2:23][Cl:24]>>[OH:2][c:3]1[cH:4][cH:5][c:6](-[c:9]2[cH:10][c:11](=[O:17])[n:12]([CH3:16])[n:13][c:14]2[CH3:15])[cH:7][cH:8]1. Product: Cc1nn(C)c(=O)cc1-c1ccc(O)cc1. The reactants are BrB(Br)Br, COc1ccc(-c2cc(=O)n(C)nc2C)cc1, ClCCl. Reactants: CC1=C(C(=NC(=N1)C1=CC=CC=C1)C1=CC=NC=C1)C(=O)OCC (ethyl 6-methyl-2-phenyl-4-(4-pyridyl)-5-pyrimidinecarboxylate), [OH-].[K+] (potassium hydroxide). Run in C(C)O (ethanol). The product is CC1=C(C(=NC(=N1)C1=CC=CC=C1)C1=CC=NC=C1)C(=O)O (6-methyl-2-phenyl-4-(4-pyridyl)-5-pyrimidinecarboxylic acid). Yield: 89.9%. As a reaction SMILES: [CH3:1][C:2]1[N:7]=[C:6]([C:8]2[CH:13]=[CH:12][CH:11]=[CH:10][CH:9]=2)[N:5]=[C:4]([C:14]2[CH:19]=[CH:18][N:17]=[CH:16][CH:15]=2)[C:3]=1[C:20]([O:22]CC)=[O:21].[OH-].[K+]>C(O)C>[CH3:1][C:2]1[N:7]=[C:6]([C:8]2[CH:9]=[CH:10][CH:11]=[CH:12][CH:13]=2)[N:5]=[C:4]([C:14]2[CH:19]=[CH:18][N:17]=[CH:16][CH:15]=2)[C:3]=1[C:20]([OH:22])=[O:21] |f:1.2|. Reported procedure: A solution of ethyl 6-methyl-2-phenyl-4-(4-pyridyl)-5-pyrimidinecarboxylate (15 g) and aqueous potassium hydroxide (3.48 g, in 30 ml H2O) in ethanol (150 ml) was refluxed for 4.5 hours. After evaporating the solvent, the residue was dissolved in a suspension of water (150 ml) and chloroform (150 ml) under stirring. The separated aqueous layer was adjusted to pH 5.5 with 10% aqueous hydrochloride. The resulting precipitate was collected by filtration, washed with water and dried in vacuo to give ... Reactants: COc1ccccc1N1Sc2ccccc2CC1=O, CC(=O)[O-], [Cu], Ic1ccccc1, [K+], Cc1cc(C)cc(C)c1. The product is COc1ccccc1N1Sc2ccccc2C(c2ccccc2)C1=O. As a reaction SMILES: [CH3:1][O:2][c:3]1[c:4]([N:9]2[S:10][c:11]3[c:12]([cH:16][cH:17][cH:18][cH:19]3)[CH2:13][C:14]2=[O:15])[cH:5][cH:6][cH:7][cH:8]1.[CH3:21][C:22](=[O:23])[O-:24].[Cu:41].[I:25][c:26]1[cH:27][cH:28][cH:29][cH:30][cH:31]1.[K+:20].[c:32]1([CH3:33])[cH:34][c:35]([CH3:36])[cH:37][c:38]([CH3:39])[cH:40]1>>[CH3:1][O:2][c:3]1[c:4]([N:9]2[S:10][c:11]3[c:12]([cH:16][cH:17][cH:18][cH:19]3)[CH:13]([c:26]3[cH:27][cH:28][cH:29][cH:30][cH:31]3)[C:14]2=[O:15])[cH:5][cH:6][cH:7][cH:8]1. The reactants are BrC=1SC=C(N1)C(=O)NC=1C=NN(C1[C@@H]1CC[C@H]([C@@H](CO1)F)NC(OC(C)(C)C)=O)C (tert-butyl ((3S,4R,7S)-7-(4-(2-bromothiazole-4-carboxamido)-1-methyl-1H-pyrazol-5-yl)-3-fluorooxepan-4-yl)carbamate), BrC=1SC=C(N1)C(=O)NC=1C=NN(C1[C@@H]1CC[C@H]([C@@H](CO1)F)NC(OC(C)(C)C)=O)C (tert-butyl ((3S,4R,7S)-7-(4-(2-bromothiazole-4-carboxamido)-1-methyl-1H-pyrazol-5-yl)-3-fluorooxepan-4-yl)carbamate), FC=1C=C(C=NC1)B(O)O ((5-fluoropyridin-3-yl)boronic acid). Product: N[C@@H]1CC[C@H](OC[C@H]1F)C1=C(C=NN1C)NC(=O)C=1N=C(SC1)C=1C=NC=C(C1)F (N-(5-((2S,5R,6S)-5-amino-6-fluorooxepan-2-yl)-1-methyl-1H-pyrazol-4-yl)-2-(5-fluoropyridin-3-yl)thiazole-4-carboxamide). Reported procedure: Following the procedure for Example 101 starting from tert-butyl ((3S,4R,7S)-7-(4-(2-bromothiazole-4-carboxamido)-1-methyl-1H-pyrazol-5-yl)-3-fluorooxepan-4-yl)carbamate (Intermediate 99), and replacing 3,6-dihydro-2H-pyran-4-boronic acid pinacol ester with (5-fluoropyridin-3-yl)boronic acid gave 239. 1H NMR (400 MHz, DMSO-d6) δ 9.87 (s, 1H), 9.15 (t, J=1.7 Hz, 1H), 8.74 (d, J=2.7 Hz, 1H), 8.55 (s, 1H), 8.37 (dt, J=9.5, 2.3 Hz, 1H), 7.84 (s, 1H), 4.87 (dd, J=10.5, 3.9 Hz, 1H), 4.58-4.36 (m, 1H),... Reaction SMILES: Br[C:2]1[S:3][CH:4]=[C:5]([C:7]([NH:9][C:10]2[CH:11]=[N:12][N:13]([CH3:31])[C:14]=2[C@H:15]2[O:21][CH2:20][C@@H:19]([F:22])[C@H:18]([NH:23]C(=O)OC(C)(C)C)[CH2:17][CH2:16]2)=[O:8])[N:6]=1.[F:32][C:33]1[CH:34]=[C:35](B(O)O)[CH:36]=[N:37][CH:38]=1>>[NH2:23][C@H:18]1[C@H:19]([F:22])[CH2:20][O:21][C@H:15]([C:14]2[N:13]([CH3:31])[N:12]=[CH:11][C:10]=2[NH:9][C:7]([C:5]2[N:6]=[C:2]([C:35]3[CH:36]=[N:37][CH:38]=[C:33]([F:32])[CH:34]=3)[S:3][CH:4]=2)=[O:8])[CH2:16][CH2:17]1.